From a dataset of the Open Reaction Database (ORD), a public repository of structured organic reaction records. describe an organic reaction: reactants, conditions, products, and yield Reactants: CC#N, Cc1c(C(=O)N2CCN(c3cccc(Cl)c3)CC2)sc2nc[nH]c(=O)c12, CCN(CC(F)(F)F)C(=O)CCl, [K+], [K+], O=C([O-])[O-]. Yields the product CCN(CC(F)(F)F)C(=O)Cn1cnc2sc(C(=O)N3CCN(c4cccc(Cl)c4)CC3)c(C)c2c1=O. As a reaction SMILES: [CH3:45][C:46]#[N:47].[Cl:1][c:2]1[cH:3][c:4]([N:8]2[CH2:9][CH2:10][N:11]([C:14](=[O:15])[c:16]3[c:17]([CH3:26])[c:18]4[c:19]([n:20][cH:21][nH:22][c:23]4=[O:24])[s:25]3)[CH2:12][CH2:13]2)[cH:5][cH:6][cH:7]1.[Cl:33][CH2:34][C:35](=[O:36])[N:37]([CH2:38][C:39]([F:40])([F:41])[F:42])[CH2:43][CH3:44].[K+:27].[K+:28].[O-:29][C:30]([O-:31])=[O:32]>>[Cl:1][c:2]1[cH:3][c:4]([N:8]2[CH2:9][CH2:10][N:11]([C:14](=[O:15])[c:16]3[c:17]([CH3:26])[c:18]4[c:19]([n:20][cH:21][n:22]([CH2:34][C:35](=[O:36])[N:37]([CH2:38][C:39]([F:40])([F:41])[F:42])[CH2:43][CH3:44])[c:23]4=[O:24])[s:25]3)[CH2:12][CH2:13]2)[cH:5][cH:6][cH:7]1. Starting materials: OC1CCCCC1, O, Cc1ccc(S(=O)(=O)Cl)cc1, c1ccncc1. The product is Cc1ccc(S(=O)(=O)OC2CCCCC2)cc1. As a reaction SMILES: [CH:1]1([OH:7])[CH2:2][CH2:3][CH2:4][CH2:5][CH2:6]1.[OH2:25].[c:8]1([CH3:18])[cH:9][cH:10][c:11]([S:14](=[O:15])(=[O:16])[Cl:17])[cH:12][cH:13]1.[cH:19]1[cH:20][cH:21][n:22][cH:23][cH:24]1>>[CH:1]1([O:7][S:14]([c:11]2[cH:10][cH:9][c:8]([CH3:18])[cH:13][cH:12]2)(=[O:15])=[O:16])[CH2:2][CH2:3][CH2:4][CH2:5][CH2:6]1. Starting materials: ClC=1C=NC=C(C1SC1=C(C=C(S1)C(=O)O)[N+](=O)[O-])Cl (5-[(3,5-dichloro-4-pyridyl)sulfanyl]-4-nitro-thiophene-2-carboxylic acid), COC=1C=C(CN)C=CC1OC (3,4-dimethoxy benzylamine). The product is ClC=1C=NC=C(C1SC1=C(C=C(S1)C(=O)NCC1=CC(=C(C=C1)OC)OC)[N+](=O)[O-])Cl (5-((3,5-dichloropyridin-4-yl)thio)-N-(3,4-dimethoxybenzyl)-4-nitrothiophene-2-carboxamide), solid. Yield: 51.0%. RXN SMILES: [Cl:1][C:2]1[CH:3]=[N:4][CH:5]=[C:6]([Cl:20])[C:7]=1[S:8][C:9]1[S:13][C:12]([C:14]([OH:16])=O)=[CH:11][C:10]=1[N+:17]([O-:19])=[O:18].[CH3:21][O:22][C:23]1[CH:24]=[C:25]([CH:28]=[CH:29][C:30]=1[O:31][CH3:32])[CH2:26][NH2:27]>>[Cl:20][C:6]1[CH:5]=[N:4][CH:3]=[C:2]([Cl:1])[C:7]=1[S:8][C:9]1[S:13][C:12]([C:14]([NH:27][CH2:26][C:25]2[CH:28]=[CH:29][C:30]([O:31][CH3:32])=[C:23]([O:22][CH3:21])[CH:24]=2)=[O:16])=[CH:11][C:10]=1[N+:17]([O-:19])=[O:18]. Procedure details: Prepared according to the procedure described for example 50 from 5-[(3,5-dichloro-4-pyridyl)sulfanyl]-4-nitro-thiophene-2-carboxylic acid (160 mg, 0.43 mmol) and 3,4-dimethoxy benzylamine (87 mg, 0.52 mmol). The title compound was obtained as a yellow solid (110 mg, 51% yield). 1H NMR (400 MHz, d6-DMSO) δ: 9.30 (1H, m), 8.98 (2H, m), 8.47 (1H, s), 6.87 (3H, m), 4.32 (2H, m), 3.71 (6H, m). MS m/z: 498.26, 500.25 [M+H]+.